From a dataset of the Open Reaction Database (ORD), a public repository of structured organic reaction records. describe an organic reaction: reactants, conditions, products, and yield The reactants are C(C)(C)(C)OC(=O)N(C)[C@@H](C(=O)O)CC1=CC2=CC=CC=C2C=C1 ((2R)-2-(N-(tert-Butoxycarbonyl)-N-methylamino)-3-(2-naphthyl)propionic acid), ON1N=NC2=C1N=CC=C2 (1-Hydroxy-7-azabenzotriazole), Cl.CN(CCCN=C=NCC)C (N-(3-Dimethylaminopropyl)-N′-ethylcarbodiimide hydrochloride), 1,2,3,4-Tetrahydroqunoline, C(C)N(C(C)C)C(C)C (ethyldiisopropylamine). Run in ClCCl (dichloromethane), C(C)(=O)OCC (ethyl acetate), CN(C=O)C (N,N-dimethylformamide). Conditions: temperature 0 celsius, time 15 minute. Yields the product C(C)(C)(C)OC(N(C)[C@@H](C(=O)N1CC2=CC=CC=C2CC1)CC1=CC2=CC=CC=C2C=C1)=O (N-((l R)-2-(1,2,3,4-tetrahydroisoquinolin-2-yl)-1-((2-naphthyl)methyl)-2-oxoethyl)-N-methylcarbamic acid tert-butyl ester). Isolated yield 61.2%. As a reaction SMILES: [C:1]([O:5][C:6]([N:8]([C@H:10]([CH2:14][C:15]1[CH:24]=[CH:23][C:22]2[C:17](=[CH:18][CH:19]=[CH:20][CH:21]=2)[CH:16]=1)[C:11](O)=[O:12])[CH3:9])=[O:7])([CH3:4])([CH3:3])[CH3:2].ON1[C:30]2N=[CH:32][CH:33]=[CH:34][C:29]=2N=N1.Cl.CN(C)[CH2:38][CH2:39][CH2:40][N:41]=[C:42]=NCC.C(N(C(C)C)C(C)C)C>CN(C)C=O.ClCCl.C(OCC)(=O)C>[C:1]([O:5][C:6](=[O:7])[N:8]([C@H:10]([CH2:14][C:15]1[CH:24]=[CH:23][C:22]2[C:17](=[CH:18][CH:19]=[CH:20][CH:21]=2)[CH:16]=1)[C:11]([N:41]1[CH2:40][CH2:39][C:38]2[C:32](=[CH:33][CH:34]=[CH:29][CH:30]=2)[CH2:42]1)=[O:12])[CH3:9])([CH3:2])([CH3:4])[CH3:3] |f:2.3|. Procedure: (2R)-2-(N-(tert-Butoxycarbonyl)-N-methylamino)-3-(2-naphthyl)propionic acid (7.41 g, 22.5 mmol) was dissolved in N,N-dimethylformamide (90 ml) and dichloromethane (110 ml). 1-Hydroxy-7-azabenzotriazole (3.06 g, 22.5 mmol) was added. The mixture was cooled to 0° C. N-(3-Dimethylaminopropyl)-N′-ethylcarbodiimide hydrochloride (4.32 g, 22.5 mmol) was added. The solution was stirred for 15 min at 0° C. 1,2,3,4-Tetrahydroqunoline (3.00 g, 22.5 mmol) and ethyldiisopropylamine (3.90 m., 22.5 mmol) were...